Dataset: the Open Reaction Database (ORD), a public repository of structured organic reaction records. Task: describe an organic reaction: reactants, conditions, products, and yield The reactants are ClC=1C=C(C=CC1Cl)C1(CN(CC1)C(C1=CC(=C(C(=C1)OC)OC)OC)=O)CCN1CCC(CC1)(C(=O)N)C1=CC=CC=C1 (1-[2-[3-(3,4-dichloro-phenyl)-1-(3,4,5-trimethoxy-benzoyl)-pyrrolidin-3-yl]-ethyl]-4-phenyl-piperidine-4-carboxylic acid amide), ClC1=CC(=CC=C1)C(=O)OO (m-chloroperbenzoic acid). Solvent: ClCCl (dichloromethane). Reaction conditions: temperature 0 celsius, time 18 hour. Product: ClC=1C=C(C=CC1Cl)C1(CN(CC1)C(C1=CC(=C(C(=C1)OC)OC)OC)=O)CCN1CCC(CC1)(C(=O)[NH2]=O)C1=CC=CC=C1 (1-[2-[3-(3,4-dichloro-phenyl)-1-(3,4,5-trimethoxy-benzoyl)-pyrrolidin-3-yl]-ethyl]-4-phenyl-piperidine-4-carboxylic acid amide N-oxide). As a reaction SMILES: [Cl:1][C:2]1[CH:3]=[C:4]([C:9]2([CH2:28][CH2:29][N:30]3[CH2:35][CH2:34][C:33]([C:39]4[CH:44]=[CH:43][CH:42]=[CH:41][CH:40]=4)([C:36]([NH2:38])=[O:37])[CH2:32][CH2:31]3)[CH2:13][CH2:12][N:11]([C:14](=[O:27])[C:15]3[CH:20]=[C:19]([O:21][CH3:22])[C:18]([O:23][CH3:24])=[C:17]([O:25][CH3:26])[CH:16]=3)[CH2:10]2)[CH:5]=[CH:6][C:7]=1[Cl:8].ClC1C=CC=C(C(OO)=[O:53])C=1>ClCCl>[Cl:1][C:2]1[CH:3]=[C:4]([C:9]2([CH2:28][CH2:29][N:30]3[CH2:35][CH2:34][C:33]([C:39]4[CH:44]=[CH:43][CH:42]=[CH:41][CH:40]=4)([C:36]([NH2:38]=[O:53])=[O:37])[CH2:32][CH2:31]3)[CH2:13][CH2:12][N:11]([C:14](=[O:27])[C:15]3[CH:20]=[C:19]([O:21][CH3:22])[C:18]([O:23][CH3:24])=[C:17]([O:25][CH3:26])[CH:16]=3)[CH2:10]2)[CH:5]=[CH:6][C:7]=1[Cl:8]. Procedure details: Combine 1-[2-[3-(3,4-dichloro-phenyl)-1-(3,4,5-trimethoxy-benzoyl)-pyrrolidin-3-yl]-ethyl]-4-phenyl-piperidine-4-carboxylic acid amide (1.0 mmol) and dichloromethane (10 mL). Cool to 0° C. Add portionwise, m-chloroperbenzoic acid (1.0 mmol). After the addition is complete, warm to ambient temperature. After 18 hours, extract the reaction mixture with water. Separate the organic layer, dry over MgSO4, filter, and evaporate in vacuo to give a residue. Purify the residue by chromatography to give t... Yields the product N[C@@H](CC1=CC=CC=C1)C(=O)O (phenylalanine). Starting materials: O=C[C@H](O)[C@@H](O)[C@H](O)[C@H](O)CO (glucose), OC(=O)CCCC[C@@H]1SC[C@@H]2NC(=O)N[C@H]12 (biotin), CC1=C(SC=[N+]1CC=2C=NC(=NC2N)C)CCO.Cl.[Cl-] (vitamin B1), P(=O)([O-])([O-])[O-].[K+].[K+].[K+] (potassium phosphate), S(=O)(=O)([O-])[O-].[Mg+2] (magnesium sulfate). Reagents/catalysts: S(=O)(=O)([O-])[O-].[Fe+2] (iron sulfate). Reaction conditions: temperature 121 celsius, time 24 hour. Procedure details: Brevibacterium lactofermentum ATCC 21420 was inoculated on agar plate medium containing 1% yeast extract, 1% peptone, 0.5% sodium chloride and 0.5% glucose followed by culturing at 31° C. for 24 hours. In 30 Sakaguchi flasks, each having a 500 ml volume, were charged 25 ml each of medium (pH 7.0) composed of 2% sucrose, 0.1% potassium phosphate, 0.04% magnesium sulfate, 0.001% iron sulfate, 0.001% manganese sulfate, 0.4% ammonium acetate, 0.04% tyrosine, 100 μg/l biotin, 100 μg/l vitamin B1 and ... As a reaction SMILES: O=C[C@@H]([C@H]([C@@H]([C@@H](CO)O)O)O)O.P([O-])([O-])([O-])=O.[K+].[K+].[K+].S([O-])([O-])(=O)=O.[Mg+2].[OH:27][C:28]([CH2:30][CH2:31][CH2:32][CH2:33][C@H:34]1[C@@H:42]2[C@@H:37](NC(N2)=O)[CH2:36]S1)=[O:29].CC1[N+:48](CC2C=NC(C)=NC=2N)=CSC=1CCO.Cl.[Cl-]>S([O-])([O-])(=O)=O.[Fe+2]>[NH2:48][C@H:30]([C:28]([OH:27])=[O:29])[CH2:31][C:32]1[CH:36]=[CH:37][CH:42]=[CH:34][CH:33]=1 |f:1.2.3.4,5.6,8.9.10,11.12|. The reactants are C(C1=CC=CC=C1)Br (benzyl bromide), NCCOCCO (2-(2-amino-ethoxy)ethanol), C([O-])([O-])=O.[K+].[K+] (potassium carbonate), O (water). Solvent: CCO (EtOH). Conditions: temperature 60 celsius. Yields the product C(C1=CC=CC=C1)N(CCOCCO)CC1=CC=CC=C1 (1-Dibenzylamino-5-hydroxy-3-oxapentane). As a reaction SMILES: [NH2:1][CH2:2][CH2:3][O:4][CH2:5][CH2:6][OH:7].C(=O)([O-])[O-].[K+].[K+].O.[CH2:15](Br)[C:16]1[CH:21]=[CH:20][CH:19]=[CH:18][CH:17]=1>CCO>[CH2:15]([N:1]([CH2:15][C:16]1[CH:21]=[CH:20][CH:19]=[CH:18][CH:17]=1)[CH2:2][CH2:3][O:4][CH2:5][CH2:6][OH:7])[C:16]1[CH:21]=[CH:20][CH:19]=[CH:18][CH:17]=1 |f:1.2.3|. Procedure: A mixture of 50 g (475.56 mmol) of 2-(2-amino-ethoxy)ethanol and 144.6 g (1.046 mol) of potassium carbonate in 600 ml of EtOH/60 ml of water is heated to 60° C. To this mixture is added dropwise within one hour 178.95 g (1.046 mol) of benzyl bromide and then the mixture is refluxed for 2 hours, evaporated under vacuum, the residue taken up with 1 liter of methylene chloride, and filtered off from the salts. The filtrate is concentrated under vacuum and purified by flash chromatography (silica ge... Reactants: ClCCCl, CC(=O)NCC(=O)O, COC(CNCc1ccc(F)cc1)OC, CCN(C(C)C)C(C)C, CN(C)C=O, On1nnc2ccccc21. Yields the product COC(CN(Cc1ccc(F)cc1)C(=O)CNC(C)=O)OC. As a reaction SMILES: [CH2:24]([Cl:25])[CH2:26][Cl:27].[CH3:16][C:17](=[O:18])[NH:19][CH2:20][C:21]([OH:22])=[O:23].[CH3:1][O:2][CH:3]([CH2:4][NH:5][CH2:6][c:7]1[cH:8][cH:9][c:10]([F:13])[cH:11][cH:12]1)[O:14][CH3:15].[CH:43]([N:44]([CH2:45][CH3:46])[CH:47]([CH3:48])[CH3:49])([CH3:50])[CH3:51].[O:38]=[CH:39][N:40]([CH3:41])[CH3:42].[OH:28][n:29]1[c:30]2[c:31]([cH:32][cH:33][cH:34][cH:35]2)[n:36][n:37]1>>[CH3:1][O:2][CH:3]([CH2:4][N:5]([CH2:6][c:7]1[cH:8][cH:9][c:10]([F:13])[cH:11][cH:12]1)[C:21]([CH2:20][NH:19][C:17]([CH3:16])=[O:18])=[O:22])[O:14][CH3:15]. Reactants: N#Cc1ccccc1Br, CC(C)(C)OC(=O)N1CCCNCC1, CC(C)(C)[O-], [Na+], C1COCCO1, O=C(C=Cc1ccccc1)C=Cc1ccccc1, O=C(C=Cc1ccccc1)C=Cc1ccccc1, O=C(C=Cc1ccccc1)C=Cc1ccccc1, [Pd], [Pd]. Yields the product CC(C)(C)OC(=O)N1CCCN(c2ccccc2C#N)CC1. Reaction SMILES: [Br:15][c:16]1[c:17]([C:18]#[N:19])[cH:20][cH:21][cH:22][cH:23]1.[C:1](=[O:2])([O:3][C:4]([CH3:5])([CH3:6])[CH3:7])[N:8]1[CH2:9][CH2:10][NH:11][CH2:12][CH2:13][CH2:14]1.[CH3:24][C:25]([CH3:26])([O-:27])[CH3:28].[Na+:29].[O:30]1[CH2:31][CH2:32][O:33][CH2:34][CH2:35]1.[O:38]=[C:39]([CH:40]=[CH:41][c:42]1[cH:43][cH:44][cH:45][cH:46][cH:47]1)[CH:48]=[CH:49][c:50]1[cH:51][cH:52][cH:53][cH:54][cH:55]1.[O:56]=[C:57]([CH:58]=[CH:59][c:60]1[cH:61][cH:62][cH:63][cH:64][cH:65]1)[CH:66]=[CH:67][c:68]1[cH:69][cH:70][cH:71][cH:72][cH:73]1.[O:74]=[C:75]([CH:76]=[CH:77][c:78]1[cH:79][cH:80][cH:81][cH:82][cH:83]1)[CH:84]=[CH:85][c:86]1[cH:87][cH:88][cH:89][cH:90][cH:91]1.[Pd:36].[Pd:37]>>[C:1](=[O:2])([O:3][C:4]([CH3:5])([CH3:6])[CH3:7])[N:8]1[CH2:9][CH2:10][N:11]([c:16]2[c:17]([C:18]#[N:19])[cH:20][cH:21][cH:22][cH:23]2)[CH2:12][CH2:13][CH2:14]1. Reactants: ClC(Cl)(Cl)Cl, CC#N, O=C(COc1ccc(C(F)(F)F)cc1)COc1c(Cl)cc(OCC=C(Cl)Cl)cc1Cl, c1ccc(P(c2ccccc2)c2ccccc2)cc1. As a reaction SMILES: [C:20]([Cl:21])([Cl:22])([Cl:23])[Cl:24].[CH3:55][C:56]#[N:57].[Cl:25][c:26]1[c:27]([O:28][CH2:29][C:30]([CH2:31][O:32][c:33]2[cH:34][cH:35][c:36]([C:39]([F:40])([F:41])[F:42])[cH:37][cH:38]2)=[O:43])[c:44]([Cl:54])[cH:45][c:46]([O:48][CH2:49][CH:50]=[C:51]([Cl:52])[Cl:53])[cH:47]1.[c:1]1([P:2]([c:3]2[cH:4][cH:5][cH:6][cH:7][cH:8]2)[c:9]2[cH:10][cH:11][cH:12][cH:13][cH:14]2)[cH:15][cH:16][cH:17][cH:18][cH:19]1>>[C:20]([Cl:21])([Cl:22])=[C:30]([CH2:29][O:28][c:27]1[c:26]([Cl:25])[cH:47][c:46]([O:48][CH2:49][CH:50]=[C:51]([Cl:52])[Cl:53])[cH:45][c:44]1[Cl:54])[CH2:31][O:32][c:33]1[cH:34][cH:35][c:36]([C:39]([F:40])([F:41])[F:42])[cH:37][cH:38]1. Yields the product FC(F)(F)c1ccc(OCC(COc2c(Cl)cc(OCC=C(Cl)Cl)cc2Cl)=C(Cl)Cl)cc1. Product: COC(=O)c1ccc(OCC(C)(C)c2ccc3c(c2)C(C)(C)CCC3(C)C)cc1. RXN SMILES: [CH2:62]1[O:63][CH2:64][CH2:65][CH2:66]1.[CH3:1][C:2]([CH2:3][OH:4])([CH3:5])[c:6]1[cH:7][c:8]2[c:13]([cH:14][cH:15]1)[C:12]([CH3:16])([CH3:17])[CH2:11][CH2:10][C:9]2([CH3:18])[CH3:19].[O:50]=[C:51]([O:52][CH2:53][CH3:54])[N:55]=[N:56][C:57]([O:58][CH2:59][CH3:60])=[O:61].[OH:39][c:40]1[cH:41][cH:42][c:43]([C:44](=[O:45])[O:46][CH3:47])[cH:48][cH:49]1.[c:20]1([P:21]([c:22]2[cH:23][cH:24][cH:25][cH:26][cH:27]2)[c:28]2[cH:29][cH:30][cH:31][cH:32][cH:33]2)[cH:34][cH:35][cH:36][cH:37][cH:38]1>>[CH3:1][C:2]([CH2:3][O:4][c:40]1[cH:41][cH:42][c:43]([C:44](=[O:45])[O:46][CH3:47])[cH:48][cH:49]1)([CH3:5])[c:6]1[cH:7][c:8]2[c:13]([cH:14][cH:15]1)[C:12]([CH3:16])([CH3:17])[CH2:11][CH2:10][C:9]2([CH3:18])[CH3:19]. Starting materials: C1CCOC1, CC(C)(CO)c1ccc2c(c1)C(C)(C)CCC2(C)C, CCOC(=O)N=NC(=O)OCC, COC(=O)c1ccc(O)cc1, c1ccc(P(c2ccccc2)c2ccccc2)cc1. Reactants: [Li]CCCC, COC(=O)Cc1ccc(C#Cc2cc(C(C)(C)C)c(OC(C)C)c(C=O)c2C)cc1, C[Si](C)(C)C=[N+]=[N-], C1CCOC1. Product: C#Cc1c(C)c(C#Cc2ccc(CC(=O)OC)cc2)cc(C(C)(C)C)c1OC(C)C. Reaction SMILES: [CH2:8]([Li:9])[CH2:10][CH2:11][CH3:12].[CH3:13][O:14][C:15]([CH2:16][c:17]1[cH:18][cH:19][c:20]([C:23]#[C:24][c:25]2[c:26]([CH3:41])[c:27]([CH:39]=[O:40])[c:28]([O:35][CH:36]([CH3:37])[CH3:38])[c:29]([C:31]([CH3:32])([CH3:33])[CH3:34])[cH:30]2)[cH:21][cH:22]1)=[O:42].[CH3:1][Si:2]([CH:3]=[N+:4]=[N-:5])([CH3:6])[CH3:7].[O:43]1[CH2:44][CH2:45][CH2:46][CH2:47]1>>[CH:8]#[C:39][c:27]1[c:26]([CH3:41])[c:25]([C:24]#[C:23][c:20]2[cH:19][cH:18][c:17]([CH2:16][C:15]([O:14][CH3:13])=[O:42])[cH:22][cH:21]2)[cH:30][c:29]([C:31]([CH3:32])([CH3:33])[CH3:34])[c:28]1[O:35][CH:36]([CH3:37])[CH3:38].